Dataset: the Open Reaction Database (ORD), a public repository of structured organic reaction records. Task: describe an organic reaction: reactants, conditions, products, and yield Reaction SMILES: [C:52](=[O:53])([O-:54])[O-:55].[CH2:1]([c:2]1[cH:3][cH:4][cH:5][cH:6][cH:7]1)[N:8]1[C:9](=[O:49])[c:10]2[cH:11][c:12]([N:18]3[CH2:19][CH2:20][N:21]([CH2:24][CH2:25][CH2:26][CH2:27][C:28]4([C:41]([NH:42][CH2:43][C:44]([F:45])([F:46])[F:47])=[O:48])[c:29]5[cH:30][cH:31][cH:32][cH:33][c:34]5-[c:35]5[cH:36][cH:37][cH:38][cH:39][c:40]54)[CH2:22][CH2:23]3)[cH:13][cH:14][c:15]2[CH2:16][CH2:17]1.[CH2:58]([CH:59]=[CH2:60])[Br:61].[CH2:74]([N+:75]([CH2:76][CH2:77][CH2:78][CH3:79])([CH2:80][CH2:81][CH2:82][CH3:83])[CH2:84][CH2:85][CH2:86][CH3:87])[CH2:88][CH2:89][CH3:90].[CH3:62][c:63]1[cH:64][cH:65][cH:66][cH:67][cH:68]1.[K+:56].[K+:57].[Na+:51].[OH-:50].[OH2:91].[S:69]([O-:70])([OH:71])(=[O:72])=[O:73]>>[CH2:1]([c:2]1[cH:3][cH:4][cH:5][cH:6][cH:7]1)[N:8]1[C:9](=[O:49])[c:10]2[cH:11][c:12]([N:18]3[CH2:19][CH2:20][N:21]([CH2:24][CH2:25][CH2:26][CH2:27][C:28]4([C:41]([N:42]([CH2:43][C:44]([F:45])([F:46])[F:47])[CH2:60][CH:59]=[CH2:58])=[O:48])[c:29]5[cH:30][cH:31][cH:32][cH:33][c:34]5-[c:35]5[cH:36][cH:37][cH:38][cH:39][c:40]54)[CH2:22][CH2:23]3)[cH:13][cH:14][c:15]2[CH2:16][CH2:17]1. Yields the product C=CCN(CC(F)(F)F)C(=O)C1(CCCCN2CCN(c3ccc4c(c3)C(=O)N(Cc3ccccc3)CC4)CC2)c2ccccc2-c2ccccc21. The reactants are O=C([O-])[O-], O=C1c2cc(N3CCN(CCCCC4(C(=O)NCC(F)(F)F)c5ccccc5-c5ccccc54)CC3)ccc2CCN1Cc1ccccc1, C=CCBr, CCCC[N+](CCCC)(CCCC)CCCC, Cc1ccccc1, [K+], [K+], [Na+], [OH-], O, O=S(=O)([O-])O. Reactants: C(N)(=O)C1(CC1)C1=C(CCC2=NC(=NC=C2C)NC2=CC=C(C=C2)C(C)NC(OC(C)(C)C)=O)C=CC=C1 (tert-butyl (1-(4-((4-(2-(1-carbamoylcyclopropyl)phenethyl)-5-methylpyrimidin-2-yl)amino)phenyl)ethyl)carbamate), C(=O)(C(F)(F)F)O (TFA), C(=O)(C(F)(F)F)O (TFA). Solvent: C(Cl)Cl (DCM), C(Cl)Cl (DCM). Conditions: time 6 hour. The product is NC(C)C1=CC=C(C=C1)NC1=NC=C(C(=N1)CCC1=C(C=CC=C1)C1(CC1)C(=O)N)C (1-(2-(2-(2-((4-(1-Aminoethyl)phenyl)amino)-5-methylpyrimidin-4-yl)ethyl)phenyl)cyclopropanecarboxamide). The yield is 42.0%. RXN SMILES: [C:1]([C:4]1([C:7]2[CH:38]=[CH:37][CH:36]=[CH:35][C:8]=2[CH2:9][CH2:10][C:11]2[C:16]([CH3:17])=[CH:15][N:14]=[C:13]([NH:18][C:19]3[CH:24]=[CH:23][C:22]([CH:25]([NH:27]C(=O)OC(C)(C)C)[CH3:26])=[CH:21][CH:20]=3)[N:12]=2)[CH2:6][CH2:5]1)(=[O:3])[NH2:2].C(O)(C(F)(F)F)=O>C(Cl)Cl>[NH2:27][CH:25]([C:22]1[CH:23]=[CH:24][C:19]([NH:18][C:13]2[N:12]=[C:11]([CH2:10][CH2:9][C:8]3[CH:35]=[CH:36][CH:37]=[CH:38][C:7]=3[C:4]3([C:1]([NH2:2])=[O:3])[CH2:6][CH2:5]3)[C:16]([CH3:17])=[CH:15][N:14]=2)=[CH:20][CH:21]=1)[CH3:26]. Procedure: A solution of tert-butyl (1-(4-((4-(2-(1-carbamoylcyclopropyl)phenethyl)-5-methylpyrimidin-2-yl)amino)phenyl)ethyl)carbamate A47 (0.110 g, 0.213 mmol) in DCM (10 mL) was treated with TFA (0.33 mL, 4.3 mmol) and stirred for 6 hours at room temperature. The volatiles were evaporated in vacuo before aq. NaOH (2 M, 30 mL) was added to the residue. The aqueous phase was extracted with EtOAc (3×30 mL) and the combined organics were washed with brine and dried over MgSO4. The solvent was removed in vac...